Dataset: the Open Reaction Database (ORD), a public repository of structured organic reaction records. Task: describe an organic reaction: reactants, conditions, products, and yield RXN SMILES: Cl.[N+:2]([C:5]1[CH:6]=[C:7]([CH:9]=[CH:10][CH:11]=1)[NH2:8])([O-:4])=[O:3].[N:12]1([C:17]#[N:18])[CH2:16][CH2:15][CH2:14][CH2:13]1.ClC1C=CC=CC=1>O>[N+:2]([C:5]1[CH:6]=[C:7]([NH:8][C:17]([N:12]2[CH2:16][CH2:15][CH2:14][CH2:13]2)=[NH:18])[CH:9]=[CH:10][CH:11]=1)([O-:4])=[O:3] |f:0.1|. Starting materials: Cl.[N+](=O)([O-])C=1C=C(N)C=CC1 (3-nitroaniline hydrochloride), N1(CCCC1)C#N (1-pyrrolidinecarbonitrile), ClC1=CC=CC=C1 (chlorobenzene). The solvent is O (water). Procedure details: Samples of 3-nitroaniline hydrochloride, 15.5 g, and 1-pyrrolidinecarbonitrile, 9.6 g, were combined with 12 ml of chlorobenzene, and the mixture was warmed to reflux for three hours, and then allowed to cool. The resulting solid mass was taken up in 200 ml of hot water, and the chlorobenzene layer was separated. The aqueous layer was washed with 30 ml of chloroform and the combined organic layers were washed with 50 ml of water. The aqueous layers were combined, warmed, treated with charcoal an... Yields the product [N+](=O)([O-])C=1C=C(C=CC1)NC(=N)N1CCCC1 (N-(3-nitrophenyl)-1-pyrrolidinecarboximidamide).